This data is from the Open Reaction Database (ORD), a public repository of structured organic reaction records. The task is: describe an organic reaction: reactants, conditions, products, and yield The reactants are C(C)(C)(C)OC(=O)N([C@H](C(=O)O)CC(C)(C)C)C ((S)-2-(tert-butoxycarbonyl(methyl)amino)-4,4-dimethylpentanoic acid), FC(C1=CC=C(C=C1)N1C[C@@H]2[C@H](C1)[C@H](CC2)N)(F)F ((3aR,4S,6aS)-2-[4-(trifluoromethyl)phenyl]octahydrocyclopenta[c]pyrrol-4-amine), FC(C1=CC=CC(=N1)N1C[C@@H]2[C@H](C1)[C@H](CC2)N)(F)F ((3aR,4S,6aS)-2-(6-(trifluoromethyl)pyridin-2-yl)octahydrocyclopenta[c]pyrrol-4-amine). Yields the product CN[C@@H](C)C(=O)N[C@H]1CC[C@@H]2CN(C[C@@H]21)C2=CC=C(C=C2)C(F)(F)F (N2-methyl-N-{(3aR,4S,6aS)-2-[4-(trifluoromethyl)phenyl]octahydrocyclopenta[c]pyrrol-4-yl}-L-alaninamide). Reaction SMILES: C(O[C:6]([N:8](C)[C@@H:9]([CH2:13]C(C)(C)C)[C:10](O)=[O:11])=O)(C)(C)C.[F:19][C:20]([F:37])([F:36])[C:21]1[CH:26]=[CH:25][C:24]([N:27]2[CH2:31][C@@H:30]3[C@@H:32]([NH2:35])[CH2:33][CH2:34][C@@H:29]3[CH2:28]2)=[CH:23][CH:22]=1.FC(F)(F)C1N=C(N2C[C@@H]3[C@@H](N)CC[C@@H]3C2)C=CC=1>>[CH3:6][NH:8][C@H:9]([C:10]([NH:35][C@@H:32]1[C@@H:30]2[C@@H:29]([CH2:28][N:27]([C:24]3[CH:23]=[CH:22][C:21]([C:20]([F:19])([F:36])[F:37])=[CH:26][CH:25]=3)[CH2:31]2)[CH2:34][CH2:33]1)=[O:11])[CH3:13]. Procedure details: The title compound was prepared by substituting N-(tert-butoxycarbonyl)-N-methyl-L-alanine for (S)-2-(tert-butoxycarbonyl(methyl)amino)-4,4-dimethylpentanoic acid and (3aR,4S,6aS)-2-[4-(trifluoromethyl)phenyl]octahydrocyclopenta[c]pyrrol-4-amine from Example 607 for (3aR,4S,6aS)-2-(6-(trifluoromethyl)pyridin-2-yl)octahydrocyclopenta[c]pyrrol-4-amine in the procedure described in Example 587: 1H NMR (500 MHz, pyridine-d5) δ ppm 8.16 (d, J=7.4, 1H), 7.57 (d, J=8.6, 2H), 6.62 (d, J=8.7, 2H), 4.36 (... Starting materials: CC(C)(C)[O-], [K+], O=C(Cl)c1cccc([N+](=O)[O-])c1, C1CCOC1. Yields the product CC(C)(C)OC(=O)c1cccc([N+](=O)[O-])c1. As a reaction SMILES: [CH3:1][C:2]([CH3:3])([O-:4])[CH3:5].[K+:6].[N+:7](=[O:8])([O-:9])[c:10]1[cH:11][c:12]([C:13](=[O:14])[Cl:15])[cH:16][cH:17][cH:18]1.[O:19]1[CH2:20][CH2:21][CH2:22][CH2:23]1>>[CH3:1][C:2]([CH3:3])([O:4][C:13]([c:12]1[cH:11][c:10]([N+:7](=[O:8])[O-:9])[cH:18][cH:17][cH:16]1)=[O:14])[CH3:5]. The reactants are C(#C)C=1C=C(C=CC1)NC=1C2=C(N=CN1)C=NC(=C2)NCC2=CC=C(C=C2)OC (N4-(3-ethynylphenyl)-N6-(4-methoxybenzyl)pyrido[3,4-d]pyrimidine-4,6-diamine), FC(C(=O)O)(F)F (trifluoroacetic acid), resultant mixture, C1(=CC=CC=C1)OC (anisole). The solvent is C(Cl)Cl (DCM), petroleum ether. Reaction conditions: time 30 minute. Yields the product C(#C)C=1C=C(C=CC1)NC=1C2=C(N=CN1)C=NC(=C2)N (N4-(3-ethynylphenyl)pyrido[3,4-d]pyrimidine-4,6-diamine). Yield: 101.4%. As a reaction SMILES: [C:1]([C:3]1[CH:4]=[C:5]([NH:9][C:10]2[C:11]3[CH:19]=[C:18]([NH:20]CC4C=CC(OC)=CC=4)[N:17]=[CH:16][C:12]=3[N:13]=[CH:14][N:15]=2)[CH:6]=[CH:7][CH:8]=1)#[CH:2].FC(F)(F)C(O)=O.C1(OC)C=CC=CC=1>C(Cl)Cl>[C:1]([C:3]1[CH:4]=[C:5]([NH:9][C:10]2[C:11]3[CH:19]=[C:18]([NH2:20])[N:17]=[CH:16][C:12]=3[N:13]=[CH:14][N:15]=2)[CH:6]=[CH:7][CH:8]=1)#[CH:2]. Procedure details: To a stirred homogeneous solution of compound 167 (12.3 g, 32.3 mmol) in dry DCM (325 mL) was added trifluoroacetic acid (24.5 mL, 323 mmol), followed by anisole (7.11 mL, 64.6 mmol). The resultant mixture was stirred at room temperature for 70 h and then poured into petroleum ether (1 L) and stirred at room temperature for ca. 30 min. The petroleum ether layer was decanted and discarded. This process was repeated with more petroleum ether (800 mL). The residue left behind was dissolved in aceto... Reactants: Cl.C(C1=CC=CC=C1)OC1=C2CCCC(C2=CC=C1)C(=O)N(CC=1C=NNC1)C=1C=NC(=CC1)C(C)C (5-benzyloxy-N-(6-isopropylpyridin-3-yl)-N-[(pyrazol-4-yl)methyl]-1,2,3,4-tetrahydronaphthalene-1-carboxamide hydrochloride), BrCCCCCCC (1-bromoheptane). Product: C(C1=CC=CC=C1)OC1=C2CCCC(C2=CC=C1)C(=O)N(C=1C=NC(=CC1)C(C)C)CC=1C=NN(C1)CCCCCCC (5-benzyloxy-N-[(1-heptylpyrazol-4-yl)methyl]-N-(6-isopropylpyridin-3-yl)-1,2,3,4-tetrahydronaphthalene-1-carboxamide). Reaction SMILES: Cl.[CH2:2]([O:9][C:10]1[CH:19]=[CH:18][CH:17]=[C:16]2[C:11]=1[CH2:12][CH2:13][CH2:14][CH:15]2[C:20]([N:22]([C:29]1[CH:30]=[N:31][C:32]([CH:35]([CH3:37])[CH3:36])=[CH:33][CH:34]=1)[CH2:23][C:24]1[CH:25]=[N:26][NH:27][CH:28]=1)=[O:21])[C:3]1[CH:8]=[CH:7][CH:6]=[CH:5][CH:4]=1.Br[CH2:39][CH2:40][CH2:41][CH2:42][CH2:43][CH2:44][CH3:45]>>[CH2:2]([O:9][C:10]1[CH:19]=[CH:18][CH:17]=[C:16]2[C:11]=1[CH2:12][CH2:13][CH2:14][CH:15]2[C:20]([N:22]([CH2:23][C:24]1[CH:25]=[N:26][N:27]([CH2:39][CH2:40][CH2:41][CH2:42][CH2:43][CH2:44][CH3:45])[CH:28]=1)[C:29]1[CH:30]=[N:31][C:32]([CH:35]([CH3:37])[CH3:36])=[CH:33][CH:34]=1)=[O:21])[C:3]1[CH:8]=[CH:7][CH:6]=[CH:5][CH:4]=1 |f:0.1|. Procedure: By the reaction and treatment in the same manner as in Example 83 using 5-benzyloxy-N-(6-isopropylpyridin-3-yl)-N-[(pyrazol-4-yl)methyl]-1,2,3,4-tetrahydronaphthalene-1-carboxamide hydrochloride (0.72 g) and 1-bromoheptane (0.283 mL) as starting materials, 5-benzyloxy-N-[(1-heptylpyrazol-4-yl)methyl]-N-(6-isopropylpyridin-3-yl)-1,2,3,4-tetrahydronaphthalene-1-carboxamide (0.86 g) was obtained. By the reaction and treatment of this compound in the same manner as in Example 139, N-[(1-heptylpyrazo... Starting materials: [Fe-3](C#N)(C#N)(C#N)(C#N)(C#N)C#N (ferricyanide), Fe(CN)63−, [Fe-3](C#N)(C#N)(C#N)(C#N)(C#N)C#N (ferricyanide). Solvent: P(=O)([O-])([O-])[O-] (phosphate). Product: [Fe-4](C#N)(C#N)(C#N)(C#N)(C#N)C#N (ferrocyanide), Fe(CN)64−, [Fe-3](C#N)(C#N)(C#N)(C#N)(C#N)C#N (ferricyanide). As a reaction SMILES: [Fe-3:1]([C:12]#[N:13])([C:10]#[N:11])([C:8]#[N:9])([C:6]#[N:7])([C:4]#[N:5])[C:2]#[N:3]>P([O-])([O-])([O-])=O>[Fe-4:1]([C:10]#[N:11])([C:6]#[N:7])([C:2]#[N:3])([C:4]#[N:5])([C:8]#[N:9])[C:12]#[N:13].[Fe-3:1]([C:10]#[N:11])([C:6]#[N:7])([C:2]#[N:3])([C:4]#[N:5])([C:8]#[N:9])[C:12]#[N:13]. Reported procedure: To determine GOx kinetic constants under the sensing conditions, 600 microL of GOx (0.0127 mM) in 0.5 M phosphate buffer (pH 7.4) and 100 microL of the 0.5 M ferricyanide solution (in 0.5 M phosphate buffer, pH 7.4) were well mixed and maintained at 37 C in a jacketed cuvette. The sample was illuminated with a 785 nm laser and the resultant ferricyanide Raman scattering from the mediator, evident at 2132 cm−1, was collected at 1800 and recorded by a CCD camera. While continuously monitoring the ... Reactants: Cn1c(C(N)=O)c(-c2ccc([N+](=O)[O-])cc2)c2ccccc21, CO. Yields the product Cn1c(C(N)=O)c(-c2ccc(N)cc2)c2ccccc21. RXN SMILES: [CH3:1][n:2]1[c:3]([C:20](=[O:21])[NH2:22])[c:4](-[c:11]2[cH:12][cH:13][c:14]([N+:17]([O-:18])=[O:19])[cH:15][cH:16]2)[c:5]2[cH:6][cH:7][cH:8][cH:9][c:10]12.[CH3:23][OH:24]>>[CH3:1][n:2]1[c:3]([C:20](=[O:21])[NH2:22])[c:4](-[c:11]2[cH:12][cH:13][c:14]([NH2:17])[cH:15][cH:16]2)[c:5]2[cH:6][cH:7][cH:8][cH:9][c:10]12. The reactants are N[C@]12[C@@H]([C@H]3CC[C@@H]4[C@]5(CC=C(C([C@@H]5CC[C@]4([C@@]3(CC1)C)C)(C)C)C1=CC=C(C(=O)OC)C=C1)C)[C@@H](CC2)C(=C)C (methyl 4-((1R,3aS,5aR,5bR,7aR,11aS,11bR,13aR,13bR)-3a-amino-5a,5b,8,8,11a-pentamethyl-1-(prop-1-en-2-yl)-2,3,3a,4,5,5a,5b,6,7,7a,8,11,11a,11b,12,13,13a,13b-octadecahydro-1H-cyclopenta[a]chrysen-9-yl)benzoate), FC1(CCN(CC1)CC(=O)N[C@]12[C@@H]([C@H]3CC[C@@H]4[C@]5(CC=C(C([C@@H]5CC[C@]4([C@@]3(CC1)C)C)(C)C)C1=CC=C(C(=O)O)C=C1)C)[C@@H](CC2)C(=C)C)F (4-((1R,3aS,5aR,5bR,7aR,11aS,11bR,13aR,13bR)-3a-(2-(4,4-difluoropiperidin-1-yl)acetamido)-5a,5b,8,8,11a-pentamethyl-1-(prop-1-en-2-yl)-2,3,3a,4,5,5a,5b,6,7,7a,8,11,11a,11b,12,13,13a,13b-octadecahydro-1H-cyclopenta[a]chrysen-9-yl)benzoic acid), 3,3-difluoropyrrolidine, HCl. The product is FC1(CN(CC1)CC(=O)N[C@]12[C@@H]([C@H]3CC[C@@H]4[C@]5(CC=C(C([C@@H]5CC[C@]4([C@@]3(CC1)C)C)(C)C)C1=CC=C(C(=O)O)C=C1)C)[C@@H](CC2)C(=C)C)F (4-((1R,3aS,5aR,5bR,7aR,11aS,11bR,13aR,13bR)-3a-(2-(3,3-difluoropyrrolidin-1-yl)acetamido)-5a,5b,8,8,11a-pentamethyl-1-(prop-1-en-2-yl)-2,3,3a,4,5,5a,5b,6,7,7a,8,11,11a,11b,12,13,13a,13b-octadecahydro-1H-cyclopenta[a]chrysen-9-yl)benzoic acid). The yield is 38.0%. Reaction SMILES: N[C@]12CC[C@@H](C(C)=C)[C@@H]1[C@@H]1[C@@](C)(CC2)[C@@]2(C)[C@@H]([C@]3(C)[C@@H](CC2)C(C)(C)C(C2C=CC(C(OC)=O)=CC=2)=CC3)CC1.[F:41][C:42]1([F:90])[CH2:47][CH2:46][N:45]([CH2:48][C:49]([NH:51][C@:52]23[CH2:86][CH2:85][C@@H:84]([C:87]([CH3:89])=[CH2:88])[C@@H:53]2[C@@H:54]2[C@@:67]([CH3:70])([CH2:68][CH2:69]3)[C@@:66]3([CH3:71])[C@@H:57]([C@:58]4([CH3:83])[C@@H:63]([CH2:64][CH2:65]3)[C:62]([CH3:73])([CH3:72])[C:61]([C:74]3[CH:82]=[CH:81][C:77]([C:78]([OH:80])=[O:79])=[CH:76][CH:75]=3)=[CH:60][CH2:59]4)[CH2:56][CH2:55]2)=[O:50])C[CH2:43]1>>[F:41][C:42]1([F:90])[CH2:47][CH2:46][N:45]([CH2:48][C:49]([NH:51][C@:52]23[CH2:86][CH2:85][C@@H:84]([C:87]([CH3:89])=[CH2:88])[C@@H:53]2[C@@H:54]2[C@@:67]([CH3:70])([CH2:68][CH2:69]3)[C@@:66]3([CH3:71])[C@@H:57]([C@:58]4([CH3:83])[C@@H:63]([CH2:64][CH2:65]3)[C:62]([CH3:73])([CH3:72])[C:61]([C:74]3[CH:82]=[CH:81][C:77]([C:78]([OH:80])=[O:79])=[CH:76][CH:75]=3)=[CH:60][CH2:59]4)[CH2:56][CH2:55]2)=[O:50])[CH2:43]1. Reported procedure: The title compound was prepared in 38% yield from methyl 4-((1R,3aS,5aR,5bR,7aR,11aS,11bR,13aR,13bR)-3a-amino-5a,5b,8,8,11a-pentamethyl-1-(prop-1-en-2-yl)-2,3,3a,4,5,5a,5b,6,7,7a,8,11,11a,11b,12,13,13a,13b-octadecahydro-1H-cyclopenta[a]chrysen-9-yl)benzoate following the same procedure as described for the preparation of 4-((1R,3aS,5aR,5bR,7aR,11aS,11bR,13aR,13bR)-3a-(2-(4,4-difluoropiperidin-1-yl)acetamido)-5a,5b,8,8,11a-pentamethyl-1-(prop-1-en-2-yl)-2,3,3a,4,5,5a,5b,6,7,7a,8,11,11a,11b,12,13,... The reactants are B, O=C1CN(C(=O)Cc2ccc(F)cc2)N(C(=O)OCc2ccccc2)C1, C1CCOC1, CSC. The product is O=C(Cc1ccc(F)cc1)N1CC(O)CN1C(=O)OCc1ccccc1. As a reaction SMILES: [BH3:30].[CH2:1]([c:2]1[cH:3][cH:4][cH:5][cH:6][cH:7]1)[O:8][C:9](=[O:10])[N:11]1[N:12]([C:17]([CH2:18][c:19]2[cH:20][cH:21][c:22]([F:25])[cH:23][cH:24]2)=[O:26])[CH2:13][C:14](=[O:16])[CH2:15]1.[CH2:31]1[O:32][CH2:33][CH2:34][CH2:35]1.[CH3:27][S:28][CH3:29]>>[CH2:1]([c:2]1[cH:3][cH:4][cH:5][cH:6][cH:7]1)[O:8][C:9](=[O:10])[N:11]1[N:12]([C:17]([CH2:18][c:19]2[cH:20][cH:21][c:22]([F:25])[cH:23][cH:24]2)=[O:26])[CH2:13][CH:14]([OH:16])[CH2:15]1. Starting materials: CC=1C=CC=2C3=C(NC2C1)C1CCN3CC1 (7-methyl-2,3,4,5-tetrahydro-1,4-ethanopyrido[3,2-b]indole), CC1=NC=C(C=C1)C=C (2-methyl-5-vinylpyridine). The product is CC=1C=CC=2C3=C(N(C2C1)CCC=1C=NC(=CC1)C)C1CCN3CC1 (7-methyl-5-[2-(6-methylpyridin-3-yl)ethyl]-2,3,4,5-tetrahydro-1,4-ethanopyrido[3,2-b]indole). Reported procedure: The coupling of 7-methyl-2,3,4,5-tetrahydro-1,4-ethanopyrido[3,2-b]indole (110 mg, 0.52 mmol; Example 217) and 2-methyl-5-vinylpyridine (93 mg, 0.78 mmol; prepared as described in International Publication No. WO 2001017968) was performed according to the procedure described in Example 106A to provide the title compound: 1H NMR (500 MHz, methanol-d4) δ ppm 0.88-1.03 (m, 2H), 1.71-1.82 (m, 2H), 2.38 (s, 3H), 2.41-2.48 (m, 2H), 2.44 (s, 3H), 3.07-3.17 (m, 5H), 4.42 (t, J=6.3 Hz, 2H), 6.89 (d, J=8.... RXN SMILES: [CH3:1][C:2]1[CH:3]=[CH:4][C:5]2[C:6]3[N:14]4[CH2:15][CH2:16][CH:11]([CH2:12][CH2:13]4)[C:7]=3[NH:8][C:9]=2[CH:10]=1.[CH3:17][C:18]1[CH:23]=[CH:22][C:21]([CH:24]=[CH2:25])=[CH:20][N:19]=1>>[CH3:1][C:2]1[CH:3]=[CH:4][C:5]2[C:6]3[N:14]4[CH2:15][CH2:16][CH:11]([CH2:12][CH2:13]4)[C:7]=3[N:8]([CH2:25][CH2:24][C:21]3[CH:20]=[N:19][C:18]([CH3:17])=[CH:23][CH:22]=3)[C:9]=2[CH:10]=1. The reactants are Cl.N[C@H]1CN(C2=C(N(C1=O)C)C=CC=C2)C(C(C)(C)C)=O ((S)-3-amino-5-(2,2-dimethyl-propionyl)-1-methyl-1,3,4,5-tetrahydro-benzo[b][1,4]diazepin-2-one hydrochloride), FC(CNC(CC(=O)O)=O)(C(F)(F)F)F (N-(2,2,3,3,3-pentafluoro-propyl)-malonamic acid). Product: CC(C(=O)N1C2=C(N(C([C@H](C1)NC(CC(=O)NCC(C(F)(F)F)(F)F)=O)=O)C)C=CC=C2)(C)C (N-[(S)-5-(2,2-Dimethyl-propionyl)-1-methyl-2-oxo-2,3,4,5-tetrahydro-1H-benzo[b][1,4]diazepin-3-yl]-N′-(2,2,3,3,3-pentafluoro-propyl)-malonamide). Reaction SMILES: Cl.[NH2:2][C@@H:3]1[C:9](=[O:10])[N:8]([CH3:11])[C:7]2[CH:12]=[CH:13][CH:14]=[CH:15][C:6]=2[N:5]([C:16](=[O:21])[C:17]([CH3:20])([CH3:19])[CH3:18])[CH2:4]1.[F:22][C:23]([F:36])([C:32]([F:35])([F:34])[F:33])[CH2:24][NH:25][C:26](=[O:31])[CH2:27][C:28](O)=[O:29]>>[CH3:19][C:17]([CH3:18])([CH3:20])[C:16]([N:5]1[CH2:4][C@H:3]([NH:2][C:28](=[O:29])[CH2:27][C:26]([NH:25][CH2:24][C:23]([F:36])([F:22])[C:32]([F:33])([F:35])[F:34])=[O:31])[C:9](=[O:10])[N:8]([CH3:11])[C:7]2[CH:12]=[CH:13][CH:14]=[CH:15][C:6]1=2)=[O:21] |f:0.1|. Reported procedure: In an analogous manner to that described in Example 20 d), the condensation of (S)-3-amino-5-(2,2-dimethyl-propionyl)-1-methyl-1,3,4,5-tetrahydro-benzo[b][1,4]diazepin-2-one hydrochloride and N-(2,2,3,3,3-pentafluoro-propyl)-malonamic acid yielded the title compound as a white foam;